describe an organic reaction: reactants, conditions, products, and yield From a dataset of the Open Reaction Database (ORD), a public repository of structured organic reaction records. Starting materials: ClC=1C(=C(C=O)C(=CC1)OC)F (3-chloro-2-fluoro-6-methoxy-benzaldehyde), B(Br)(Br)Br (BBr3). The solvent is ClCCl (dichloromethane), ClCCl (dichloromethane). Run at time 1 hour. Product: ClC=1C(=C(C=O)C(=CC1)O)F (3-chloro-2-fluoro-6-hydroxy-benzaldehyde). Isolated yield 22.3%. As a reaction SMILES: [Cl:1][C:2]1[C:3]([F:12])=[C:4]([C:7]([O:10]C)=[CH:8][CH:9]=1)[CH:5]=[O:6].B(Br)(Br)Br>ClCCl>[Cl:1][C:2]1[C:3]([F:12])=[C:4]([C:7]([OH:10])=[CH:8][CH:9]=1)[CH:5]=[O:6]. Procedure: To a solution of 3-chloro-2-fluoro-6-methoxy-benzaldehyde (10 g, 53.2 mmol,) in dichloromethane (200 mL) at −78° C. was added a dichloromethane solution (1 M) of BBr3 (159 mL, 159 mmol) dropwise. The mixture was gradually warmed to room temperature and stirred for 1 h, then quenched with water. The mixture was extracted with dichloromethane three times. The organic layer were combined, washed with brine, dried over MgSO4, concentrated to give a residue. The reside was triturated with dichloromet... Reactants: [Al+3], COc1cc(F)ccc1OCC(=O)c1ccc(Br)cc1, CCS, [Cl-], [Cl-], [Cl-], ClCCl. The product is O=C(COc1ccc(F)cc1O)c1ccc(Br)cc1. Reaction SMILES: [Al+3:22].[Br:1][c:2]1[cH:3][cH:4][c:5]([C:8]([CH2:9][O:10][c:11]2[c:12]([O:18][CH3:19])[cH:13][c:14]([F:17])[cH:15][cH:16]2)=[O:20])[cH:6][cH:7]1.[CH2:25]([SH:26])[CH3:27].[Cl-:21].[Cl-:23].[Cl-:24].[Cl:28][CH2:29][Cl:30]>>[Br:1][c:2]1[cH:3][cH:4][c:5]([C:8]([CH2:9][O:10][c:11]2[c:12]([OH:18])[cH:13][c:14]([F:17])[cH:15][cH:16]2)=[O:20])[cH:6][cH:7]1.